From a dataset of the Open Reaction Database (ORD), a public repository of structured organic reaction records. describe an organic reaction: reactants, conditions, products, and yield Starting materials: Fc1cc(Br)cc(CBr)c1, CN(C)C=O, [H-], [Na+], O, CC(C)(C)OC(=O)N1CCC(CO)(c2ccccc2)CC1. The product is CC(C)(C)OC(=O)N1CCC(COCc2cc(F)cc(Br)c2)(c2ccccc2)CC1. Reaction SMILES: [Br:1][c:2]1[cH:3][c:4]([CH2:9][Br:10])[cH:5][c:6]([F:8])[cH:7]1.[CH3:34][N:35]([CH3:36])[CH:37]=[O:38].[H-:32].[Na+:33].[OH2:39].[OH:11][CH2:12][C:13]1([c:26]2[cH:27][cH:28][cH:29][cH:30][cH:31]2)[CH2:14][CH2:15][N:16]([C:19](=[O:20])[O:21][C:22]([CH3:23])([CH3:24])[CH3:25])[CH2:17][CH2:18]1>>[Br:1][c:2]1[cH:3][c:4]([CH2:9][O:11][CH2:12][C:13]2([c:26]3[cH:27][cH:28][cH:29][cH:30][cH:31]3)[CH2:14][CH2:15][N:16]([C:19](=[O:20])[O:21][C:22]([CH3:23])([CH3:24])[CH3:25])[CH2:17][CH2:18]2)[cH:5][c:6]([F:8])[cH:7]1. The product is COC1C(OC(C)=O)CCC(O)(CI)C1C1(C)OC1CC=C(C)C. The reactants are CN(C)c1ccccn1, CC(=O)OC(C)=O, CCOC(C)=O, ClCCl, COC1C(O)CCC(O)(CI)C1C1(C)OC1CC=C(C)C. RXN SMILES: [CH3:22][N:23]([c:24]1[cH:25][cH:26][cH:27][cH:28][n:29]1)[CH3:30].[CH3:31][C:32](=[O:33])[O:34][C:35](=[O:36])[CH3:37].[CH3:41][CH2:42][O:43][C:44](=[O:45])[CH3:46].[Cl:38][CH2:39][Cl:40].[O:1]1[C:2]([CH3:9])([CH:10]2[C:11]([OH:19])([CH2:20][I:21])[CH2:12][CH2:13][CH:14]([OH:18])[CH:15]2[O:16][CH3:17])[CH:3]1[CH2:4][CH:5]=[C:6]([CH3:7])[CH3:8]>>[O:1]1[C:2]([CH3:9])([CH:10]2[C:11]([OH:19])([CH2:20][I:21])[CH2:12][CH2:13][CH:14]([O:18][C:32]([CH3:31])=[O:33])[CH:15]2[O:16][CH3:17])[CH:3]1[CH2:4][CH:5]=[C:6]([CH3:7])[CH3:8]. Reactants: C1CC(=O)N(C1=O)Cl (NCS), FC=1C=C(C=C(C1)OC)O (3-fluoro-5-methoxyphenol). Solvent: ClCCCl (DCE). Yields the product EtOAc Hexanes, ClC1=C(C=C(C=C1F)OC)O (2-chloro-3-fluoro-5-methoxyphenol), ClC1=C(C=C(C=C1OC)O)F (4-chloro-3-fluoro-5-methoxyphenol). The yield is 15.0%. RXN SMILES: [F:1][C:2]1[CH:3]=[C:4]([OH:10])[CH:5]=[C:6]([O:8][CH3:9])[CH:7]=1.C1C(=O)N([Cl:18])C(=O)C1>ClCCCl>[Cl:18][C:3]1[C:2]([F:1])=[CH:7][C:6]([O:8][CH3:9])=[CH:5][C:4]=1[OH:10].[Cl:18][C:7]1[C:6]([O:8][CH3:9])=[CH:5][C:4]([OH:10])=[CH:3][C:2]=1[F:1]. Procedure: Under a nitrogen atmosphere, 3-fluoro-5-methoxyphenol (50-1) (15 g, 106 mmol) was diluted in DCE (150 mL, 0.7 M). To this solution NCS (15.5 g, 116 mmol) was added, and the reaction mixture was heated to reflux for 4 hours. The reaction was then cooled to room temperature and quenched with water (100 mL). The aqueous layer was then extracted with methylene chloride (3×50 mL). The organic extracts were dried over sodium sulfate and concentrated. Silica gel chromatography (1%-30% EtOAc/Hexanes) ga... The reactants are C(C)O (ethanol), cobaltous trifluoroacetate tetrahydrate, [H][H] (hydrogen), [C]=O (carbon monoxide), O (water), C(CC)O (n-propanol), C(C)O (ethanol). Run at temperature 190 celsius, time 4 hour. Yields the product C(CC)=O (propionaldehyde), C(CC)(=O)OCC (ethyl propionate). Reaction SMILES: [CH2:1]([OH:3])[CH3:2].[H][H].[C]=O.O.[CH2:9]([OH:12])[CH2:10][CH3:11]>>[CH:9](=[O:12])[CH2:10][CH3:11].[C:9]([O:3][CH2:1][CH3:2])(=[O:12])[CH2:10][CH3:11] |^3:5|. Procedure: Absolute ethanol (78.43 g.) and cobaltous trifluoroacetate tetrahydrate (4.30 g.) were charged to a 300 ml. autoclave system as described in Examples 3-7. The autoclave was pressurized to 3000 psig with a 1:1 mole ratio mixture of hydrogen and carbon monoxide at room temperature and then heated to 190° C. At 190° C. the pressure was brought to 5000 psigg with the same gas mixture and the reaction was carried out under these conditions for four hours. After cooling to room temperature the mixture... The reactants are CC(=O)O (AcOH), C(C)N1N=CC=2C1=NC(=C(C2NC2CCOCC2)CNC(CC(=O)NCC=2C=C(C=CC2)C2=CC(=CC=C2)C=O)=O)CC (N-{[1,6-diethyl-4-(tetrahydro-2H-pyran-4-ylamino)-1H-pyrazolo[3,4-b]pyridin-5-yl]methyl}-N′-[(3′-formyl-3-biphenylyl)methyl]propanediamide), CN1CCNCCC1 (1-methylhexahydro-1H-1,4-diazepine), [BH-](OC(=O)C)(OC(=O)C)OC(=O)C.[Na+] (NaB(OAc)3H). The solvent is CS(=O)C (dimethyl sulfoxide). Run at time 8 hour. Product: C(C)N1N=CC=2C1=NC(=C(C2NC2CCOCC2)CNC(CC(=O)NCC=2C=C(C=CC2)C2=CC(=CC=C2)CN2CCN(CCC2)C)=O)CC (N-{[1,6-Diethyl-4-(tetrahydro-2H-pyran-4-ylamino)-1H-pyrazolo[3,4-b]pyridin-5-yl]methyl}-N′-({3′-[(4-methylhexahydro-1H-1,4-diazepin-1-yl)methyl]-3-biphenylyl}methyl)propanediamide). Isolated yield 65.9%. RXN SMILES: [CH2:1]([N:3]1[C:7]2=[N:8][C:9]([CH2:42][CH3:43])=[C:10]([CH2:19][NH:20][C:21](=[O:41])[CH2:22][C:23]([NH:25][CH2:26][C:27]3[CH:28]=[C:29]([C:33]4[CH:38]=[CH:37][CH:36]=[C:35](C=O)[CH:34]=4)[CH:30]=[CH:31][CH:32]=3)=[O:24])[C:11]([NH:12][CH:13]3[CH2:18][CH2:17][O:16][CH2:15][CH2:14]3)=[C:6]2[CH:5]=[N:4]1)[CH3:2].[CH3:44][N:45]1[CH2:51][CH2:50][CH2:49][NH:48][CH2:47][CH2:46]1.[BH-](OC(C)=O)(OC(C)=O)O[C:54](C)=O.[Na+].CC(O)=O>CS(C)=O>[CH2:1]([N:3]1[C:7]2=[N:8][C:9]([CH2:42][CH3:43])=[C:10]([CH2:19][NH:20][C:21](=[O:41])[CH2:22][C:23]([NH:25][CH2:26][C:27]3[CH:28]=[C:29]([C:33]4[CH:34]=[CH:35][CH:36]=[C:37]([CH2:44][N:45]5[CH2:51][CH2:50][CH2:49][N:48]([CH3:54])[CH2:47][CH2:46]5)[CH:38]=4)[CH:30]=[CH:31][CH:32]=3)=[O:24])[C:11]([NH:12][CH:13]3[CH2:18][CH2:17][O:16][CH2:15][CH2:14]3)=[C:6]2[CH:5]=[N:4]1)[CH3:2] |f:2.3|. Procedure: To N-{[1,6-diethyl-4-(tetrahydro-2H-pyran-4-ylamino)-1H-pyrazolo[3,4-b]pyridin-5-yl]methyl}-N′-[(3′-formyl-3-biphenylyl)methyl]propanediamide (30 mg, 0.051 mmol) was added 1-methylhexahydro-1H-1,4-diazepine (5.16 mg, 0.051 mmol) followed by NaB(OAc)3H (36.4 mg, 0.172 mmol) and AcOH (4.91 μL, 0.086 mmol) in dimethyl sulfoxide (DMSO) (0.5 mL). The mixture was stirred overnight at room temperature. The reaction was quenched with saturated NaHCO3 and extracted with EtOAc (3×1 mL). Combined organic l...